Dataset: the Open Reaction Database (ORD), a public repository of structured organic reaction records. Task: describe an organic reaction: reactants, conditions, products, and yield Starting materials: O=C([O-])[O-], COCCBr, CN(C)C=O, CCOC(C)=O, [K+], [K+], CS(=O)(=O)c1ccc(C(=CC2CCCC2)c2cc3cc(O)cnc3n2S(=O)(=O)c2ccccc2)cc1. Product: COCCOc1cnc2c(c1)cc(C(=CC1CCCC1)c1ccc(S(C)(=O)=O)cc1)n2S(=O)(=O)c1ccccc1. As a reaction SMILES: [C:1](=[O:2])([O-:3])[O-:4].[CH3:43][O:44][CH2:45][CH2:46][Br:47].[CH3:48][N:49]([CH3:50])[CH:51]=[O:52].[CH3:53][CH2:54][O:55][C:56](=[O:57])[CH3:58].[K+:5].[K+:6].[c:7]1([S:13](=[O:14])(=[O:15])[n:16]2[c:17]([C:26](=[CH:27][CH:28]3[CH2:29][CH2:30][CH2:31][CH2:32]3)[c:33]3[cH:34][cH:35][c:36]([S:39](=[O:40])(=[O:41])[CH3:42])[cH:37][cH:38]3)[cH:18][c:19]3[c:20]2[n:21][cH:22][c:23]([OH:25])[cH:24]3)[cH:8][cH:9][cH:10][cH:11][cH:12]1>>[c:7]1([S:13](=[O:14])(=[O:15])[n:16]2[c:17]([C:26](=[CH:27][CH:28]3[CH2:29][CH2:30][CH2:31][CH2:32]3)[c:33]3[cH:34][cH:35][c:36]([S:39](=[O:40])(=[O:41])[CH3:42])[cH:37][cH:38]3)[cH:18][c:19]3[c:20]2[n:21][cH:22][c:23]([O:25][CH2:46][CH2:45][O:44][CH3:43])[cH:24]3)[cH:8][cH:9][cH:10][cH:11][cH:12]1. Starting materials: COCOC=1C(=CC(=NC1)C(F)(F)F)C(C)=O (1-(5-(methoxymethoxy)-2-(trifluoromethyl)pyridin-4-yl)ethanone), Cl (HCl). Run in CC(C)O.C1CCOC1 (i-PrOH THF). Conditions: temperature 45 celsius, time 8 hour. The product is OC=1C(=CC(=NC1)C(F)(F)F)C(C)=O (1-(5-hydroxy-2-(trifluoromethyl)pyridin-4-yl)ethanone). Reaction SMILES: COC[O:4][C:5]1[C:6]([C:15](=[O:17])[CH3:16])=[CH:7][C:8]([C:11]([F:14])([F:13])[F:12])=[N:9][CH:10]=1.Cl>CC(O)C.C1COCC1>[OH:4][C:5]1[C:6]([C:15](=[O:17])[CH3:16])=[CH:7][C:8]([C:11]([F:14])([F:12])[F:13])=[N:9][CH:10]=1 |f:2.3|. Procedure details: A mixture of 1-(5-(methoxymethoxy)-2-(trifluoromethyl)pyridin-4-yl)ethanone (3.2 g, 13 mmol) and 5N HCl (40 ml) in i-PrOH/THF (1:1, 40 ml) was stirred at 45° C. overnight. The mixture was cooled, concentrated, taken up in H2O, neutralized with saturated NaHCO3, and extracted with DCM (3×). The organic layers were combined, dried over Na2SO4, and concentrated to give the title compound as a tan solid. MS (m+1): 206.2 Starting materials: C(C)N1N=CC=2C1=NC1=CC=C(C=C1C2Cl)OC (1-ethyl-4-chloro-6-methoxy-1H-pyrazolo[3,4-b]quinoline), OC1CCC(CC1)CN (4-hydroxy cyclohexylmethylamine). Solvent: CS(=O)C (DMSO). Conditions: temperature 110 celsius. Product: C(C)N1N=CC=2C1=NC1=CC=C(C=C1C2NCC2CCC(CC2)O)OC (1-ethyl-6-methoxy-N-(4-hydroxycyclohexylmethyl) -1H-pyrazolo[3,4-b]quinolin-4-amine). The yield is 32.8%. As a reaction SMILES: [CH2:1]([N:3]1[C:7]2=[N:8][C:9]3[C:14]([C:15](Cl)=[C:6]2[CH:5]=[N:4]1)=[CH:13][C:12]([O:17][CH3:18])=[CH:11][CH:10]=3)[CH3:2].[OH:19][CH:20]1[CH2:25][CH2:24][CH:23]([CH2:26][NH2:27])[CH2:22][CH2:21]1>CS(C)=O>[CH2:1]([N:3]1[C:7]2=[N:8][C:9]3[C:14]([C:15]([NH:27][CH2:26][CH:23]4[CH2:24][CH2:25][CH:20]([OH:19])[CH2:21][CH2:22]4)=[C:6]2[CH:5]=[N:4]1)=[CH:13][C:12]([O:17][CH3:18])=[CH:11][CH:10]=3)[CH3:2]. Procedure: A mixture of 1-ethyl-4-chloro-6-methoxy-1H-pyrazolo[3,4-b]quinoline (2.02 g, 15.5 mmol), DMSO (6 ml) and 4-hydroxy cyclohexylmethylamine (2 g, 15.5 mmol) was heated at 110° C. overnight. The reaction mixture was partitioned between CH2Cl2 /water/NaHCO3, and the CH2Cl2 layer was separated, dried over MgSO4 and evaporated. The residue was purified by column chromatography on silica gel eluting with ethyl acetate to afford 1.8 g of 1-ethyl-6-methoxy-N-(4-hydroxycyclohexylmethyl) -1H-pyrazolo[3,4-b]... Reactants: ClC1=C(C=C(C=C1)C(F)(F)F)NC1=C(C=NC=2N1N=CC2S(=O)(=O)N)C(=O)N2CCC(CC2)C2=CC=C(C=C2)F (7-(2-chloro-5-trifluoromethylphenylamino)-6-[4-(4-fluorophenyl)piperidine-1-carbonyl]pyrazolo[1,5-a]pyrimidine-3-sulfonamide), C(CC)(=O)O (propionic acid). The product is ClC1=C(C=C(C=C1)C(F)(F)F)NC1=C(C=NC=2N1N=CC2S(=O)(=O)NC(CC)=O)C(=O)N2CCC(CC2)C2=CC=C(C=C2)F (N-{7-(2-chloro-5-trifluoromethylphenylamino)-6-[4-(4-fluorophenyl)piperidine-1-carbonyl]pyrazolo[1,5-a]pyrimidin-3-ylsulfonyl}propionamide). The yield is 87.5%. RXN SMILES: [Cl:1][C:2]1[CH:7]=[CH:6][C:5]([C:8]([F:11])([F:10])[F:9])=[CH:4][C:3]=1[NH:12][C:13]1[N:18]2[N:19]=[CH:20][C:21]([S:22]([NH2:25])(=[O:24])=[O:23])=[C:17]2[N:16]=[CH:15][C:14]=1[C:26]([N:28]1[CH2:33][CH2:32][CH:31]([C:34]2[CH:39]=[CH:38][C:37]([F:40])=[CH:36][CH:35]=2)[CH2:30][CH2:29]1)=[O:27].[C:41](O)(=[O:44])[CH2:42][CH3:43]>>[Cl:1][C:2]1[CH:7]=[CH:6][C:5]([C:8]([F:10])([F:9])[F:11])=[CH:4][C:3]=1[NH:12][C:13]1[N:18]2[N:19]=[CH:20][C:21]([S:22]([NH:25][C:41](=[O:44])[CH2:42][CH3:43])(=[O:24])=[O:23])=[C:17]2[N:16]=[CH:15][C:14]=1[C:26]([N:28]1[CH2:33][CH2:32][CH:31]([C:34]2[CH:35]=[CH:36][C:37]([F:40])=[CH:38][CH:39]=2)[CH2:30][CH2:29]1)=[O:27]. Reported procedure: Using 7-(2-chloro-5-trifluoromethylphenylamino)-6-[4-(4-fluorophenyl)piperidine-1-carbonyl]pyrazolo[1,5-a]pyrimidine-3-sulfonamide (0.050 g, 0.084 mmol) obtained in step 5 and propionic acid (0.031 mL, 0.419 mmol) instead of cyclopropanecarboxylic acid, and in the same manner as in Example 1 step 6, the title compound (0.048 g, 87%) was obtained. Starting materials: [BH4-], CO, CCOC(C)=O, Cc1cc(C(=O)c2cc(C(F)(F)F)cc(C(F)(F)F)c2)ccc1[N+](=O)[O-], [Na+]. Product: Cc1cc(C(O)c2cc(C(F)(F)F)cc(C(F)(F)F)c2)ccc1[N+](=O)[O-]. Reaction SMILES: [BH4-:1].[CH3:29][OH:30].[CH3:31][CH2:32][O:33][C:34](=[O:35])[CH3:36].[F:3][C:4]([c:5]1[cH:6][c:7]([C:15]([c:16]2[cH:17][c:18]([CH3:25])[c:19]([N+:22](=[O:23])[O-:24])[cH:20][cH:21]2)=[O:26])[cH:8][c:9]([C:11]([F:12])([F:13])[F:14])[cH:10]1)([F:27])[F:28].[Na+:2]>>[F:3][C:4]([c:5]1[cH:6][c:7]([CH:15]([c:16]2[cH:17][c:18]([CH3:25])[c:19]([N+:22](=[O:23])[O-:24])[cH:20][cH:21]2)[OH:26])[cH:8][c:9]([C:11]([F:12])([F:13])[F:14])[cH:10]1)([F:27])[F:28]. The reactants are BrC1=CC2=C(C=CN3C(C2=O)=CC=C3)C=C1 (9-bromo-11H-pyrrolo[2,1-b][3]benzazepin-11-one), Cl (hydrochloric acid), CN(C=O)C (dimethylformamide), cuprous cyanide, ferric chloride hydrate. Conditions: time 30 minute. The product is C(#N)C1=CC2=C(C=CN3C(C2=O)=CC=C3)C=C1 (9-cyano-11H-pyrrolo[2,1-b][3]benzazepin-11-one). RXN SMILES: Br[C:2]1[CH:16]=[CH:15][C:5]2[CH:6]=[CH:7][N:8]3[CH:14]=[CH:13][CH:12]=[C:9]3[C:10](=[O:11])[C:4]=2[CH:3]=1.Cl.[CH3:18][N:19](C)C=O>>[C:18]([C:2]1[CH:16]=[CH:15][C:5]2[CH:6]=[CH:7][N:8]3[CH:14]=[CH:13][CH:12]=[C:9]3[C:10](=[O:11])[C:4]=2[CH:3]=1)#[N:19]. Reported procedure: A stirred mixture of 1 gm. of 9-bromo-11H-pyrrolo[2,1-b][3]benzazepin-11-one, 1 gm. of cuprous cyanide and 5 ml. of dimethylformamide is heated to reflux for 5 hr. The mixture is then poured into a solution of 4 gm. of ferric chloride hydrate in 25 ml. of 2N hydrochloric acid. After stirring the resulting mixture at 60° for 30 min., it is extracted with 3 × 50 ml. of ethyl acetate, the organic extracts washed with 3 × 100 ml. of water and dried over Na2SO4. Evaporation of the dried solution yiel... Yields the product C(C)(C)C=1C=C(C=C2C(NC3=CC(=CC=C23)NS(=O)(=O)C)=O)C=C(C1OC)C(C)C (N-[3-(3,5-diisopropyl-4-methoxybenzylidene)-2-oxo-2,3-dihydro-1H-indol-6-yl]-methanesulfonamide). Reactants: C(C)(C)C=1C=C(C=O)C=C(C1OC)C(C)C (3,5-Diisopropyl-4-methoxybenzaldehyde), CS(=O)(=O)NC1=CC=C2CC(NC2=C1)=O (6-methylsulfonylamino-2-oxindole). Reaction SMILES: [CH:1]([C:4]1[CH:5]=[C:6]([CH:9]=[C:10]([CH:14]([CH3:16])[CH3:15])[C:11]=1[O:12][CH3:13])[CH:7]=O)([CH3:3])[CH3:2].[CH3:17][S:18]([NH:21][C:22]1[CH:30]=[C:29]2[C:25]([CH2:26][C:27](=[O:31])[NH:28]2)=[CH:24][CH:23]=1)(=[O:20])=[O:19]>>[CH:1]([C:4]1[CH:5]=[C:6]([CH:9]=[C:10]([CH:14]([CH3:16])[CH3:15])[C:11]=1[O:12][CH3:13])[CH:7]=[C:26]1[C:25]2[C:29](=[CH:30][C:22]([NH:21][S:18]([CH3:17])(=[O:20])=[O:19])=[CH:23][CH:24]=2)[NH:28][C:27]1=[O:31])([CH3:3])[CH3:2]. Procedure details: 3,5-Diisopropyl-4-methoxybenzaldehyde was condensed with 6-methylsulfonylamino-2-oxindole to give 0.4 g of N-[3-(3,5-diisopropyl-4-methoxybenzylidene)-2-oxo-2,3-dihydro-1H-indol-6-yl]-methanesulfonamide as a yellow-orange solid. The reactants are C(C)(C)(C)OC(=O)N1CCC(CC1)O (4-hydroxy-piperidine-1-carboxylic acid tert-butyl ester), CS(=O)(=O)OCC=1C=NC(=CC1)Cl ((6-chloropyridin-3-yl)methyl methanesulfonate). The product is ClC1=CC=C(C=N1)COC1CCN(CC1)C(=O)OC(C)(C)C (tert-Butyl 4-((6-chloropyridin-3-yl)methoxy)piperidine-1-carboxylate). As a reaction SMILES: [C:1]([O:5][C:6]([N:8]1[CH2:13][CH2:12][CH:11]([OH:14])[CH2:10][CH2:9]1)=[O:7])([CH3:4])([CH3:3])[CH3:2].CS(O[CH2:20][C:21]1[CH:22]=[N:23][C:24]([Cl:27])=[CH:25][CH:26]=1)(=O)=O>>[Cl:27][C:24]1[N:23]=[CH:22][C:21]([CH2:20][O:14][CH:11]2[CH2:12][CH2:13][N:8]([C:6]([O:5][C:1]([CH3:4])([CH3:2])[CH3:3])=[O:7])[CH2:9][CH2:10]2)=[CH:26][CH:25]=1. Procedure: The title compound was prepared by following the similar procedure as described in Intermediate-42 using 4-hydroxy-piperidine-1-carboxylic acid tert-butyl ester and (6-chloropyridin-3-yl)methyl methanesulfonate; MS: 227 (M−100). The reactants are BrBr (bromine), BrBr (Bromine), C1C(CC2=CC=CC=C12)C(C)=O (1-(2,3-dihydro-1H-inden-2-yl)ethanone), BrBr (bromine). Solvent: CCOCC (ether). The product is BrCC(=O)C1CC2=CC=CC=C2C1 (2-Bromo-1-(2,3-dihydro-1H-inden-2-yl)ethanone). RXN SMILES: [Br:1]Br.[CH2:3]1[C:11]2[C:6](=[CH:7][CH:8]=[CH:9][CH:10]=2)[CH2:5][CH:4]1[C:12](=[O:14])[CH3:13]>CCOCC>[Br:1][CH2:13][C:12]([CH:4]1[CH2:3][C:11]2[C:6](=[CH:7][CH:8]=[CH:9][CH:10]=2)[CH2:5]1)=[O:14]. Procedure details: Bromine (6.8 g) is slowly added to a stirred solution of 1-(2,3-dihydro-1H-inden-2-yl)ethanone (6.8 g) in 200 ml of dry ether, while keeping the temperature at +10° C. The rate of the addition of bromine is controlled so that the colour due to one added portion of bromine has been discharged before another portion is added. When the addition is complete, the ethereal solution is washed four times with 3M sodium carbonate solution, and is then washed three times with water. The ethereal solution ...